Dataset: the Open Reaction Database (ORD), a public repository of structured organic reaction records. Task: describe an organic reaction: reactants, conditions, products, and yield Starting materials: C1CCOC1, CN(C)CCCNC(=O)c1cccc(-c2ccc(CSCCOc3ccccc3)cc2)c1, CN(C)CCCCN, O=C(O)c1cccc(-c2ccccc2CSCCOc2ccccc2)c1. Yields the product CN(C)CCCCNC(=O)c1cccc(-c2ccccc2CSCCOc2ccccc2)c1. As a reaction SMILES: [CH2:67]1[O:68][CH2:69][CH2:70][CH2:71]1.[CH3:1][N:2]([CH3:3])[CH2:4][CH2:5][CH2:6][NH:7][C:8]([c:9]1[cH:10][c:11](-[c:12]2[cH:13][cH:14][c:15]([CH2:16][S:17][CH2:18][CH2:19][O:20][c:21]3[cH:22][cH:23][cH:24][cH:25][cH:26]3)[cH:27][cH:28]2)[cH:29][cH:30][cH:31]1)=[O:32].[CH3:59][N:60]([CH2:61][CH2:62][CH2:63][CH2:64][NH2:65])[CH3:66].[O:33]([c:34]1[cH:35][cH:36][cH:37][cH:38][cH:39]1)[CH2:40][CH2:41][S:42][CH2:43][c:44]1[c:45](-[c:50]2[cH:51][c:52]([C:56](=[O:57])[OH:58])[cH:53][cH:54][cH:55]2)[cH:46][cH:47][cH:48][cH:49]1>>[O:33]([c:34]1[cH:35][cH:36][cH:37][cH:38][cH:39]1)[CH2:40][CH2:41][S:42][CH2:43][c:44]1[c:45](-[c:50]2[cH:51][c:52]([C:56](=[O:57])[NH:65][CH2:64][CH2:63][CH2:62][CH2:61][N:60]([CH3:59])[CH3:66])[cH:53][cH:54][cH:55]2)[cH:46][cH:47][cH:48][cH:49]1. Starting materials: C(C)OC(COC1=C(C=C(C=C1)O)C)=O ((4-Hydroxy-2-methylphenoxy)acetic acid ethyl ester), CC1=C(N=C(O1)C1=CC=CC=C1)CCOS(=O)(=O)C1=CC=C(C=C1)C (toluene-4-sulfonic acid 2-(5-methyl-2-phenyl-oxazol-4-yl)ethyl ester). Product: C(C)OC(COC1=C(C=C(C=C1)OCCC=1N=C(OC1C)C1=CC=CC=C1)C)=O ({2-Methyl-4-[2-(5-methyl-2-phenyloxazol-4-yl)ethoxy]phenoxy}acetic acid ethyl ester). RXN SMILES: [CH2:1]([O:3][C:4](=[O:15])[CH2:5][O:6][C:7]1[CH:12]=[CH:11][C:10]([OH:13])=[CH:9][C:8]=1[CH3:14])[CH3:2].[CH3:16][C:17]1[O:21][C:20]([C:22]2[CH:27]=[CH:26][CH:25]=[CH:24][CH:23]=2)=[N:19][C:18]=1[CH2:28][CH2:29]OS(C1C=CC(C)=CC=1)(=O)=O>>[CH2:1]([O:3][C:4](=[O:15])[CH2:5][O:6][C:7]1[CH:12]=[CH:11][C:10]([O:13][CH2:29][CH2:28][C:18]2[N:19]=[C:20]([C:22]3[CH:27]=[CH:26][CH:25]=[CH:24][CH:23]=3)[O:21][C:17]=2[CH3:16])=[CH:9][C:8]=1[CH3:14])[CH3:2]. Procedure: (4-Hydroxy-2-methylphenoxy)acetic acid ethyl ester and toluene-4-sulfonic acid 2-(5-methyl-2-phenyl-oxazol-4-yl)ethyl ester were coupled as described in Example 24, Step C. Reactants: C(=O)C=1C=C2C(=CNC2=CC1)C1CCN(CC1)C (5-formyl-3-(1-methylpiperidin-4-yl)-1H-indole), FC1=CC(=C(C=C1)N)N (4-fluoro-o-phenylenediamine), diamine. The solvent is [N+](=O)([O-])C1=CC=CC=C1 (nitrobenzene). Run at temperature 155 celsius, time 24 hour. The product is FC1=CC2=C(N=C(N2)C=2C=C3C(=CNC3=CC2)C2CCN(CC2)C)C=C1 (5-(5-Fluorobenzimidazol-2-yl)-3-(1-Methylpiperidin-4-yl)-1H-Indole). Yield: 23.9%. Reaction SMILES: [CH:1]([C:3]1[CH:4]=[C:5]2[C:9](=[CH:10][CH:11]=1)[NH:8][CH:7]=[C:6]2[CH:12]1[CH2:17][CH2:16][N:15]([CH3:18])[CH2:14][CH2:13]1)=O.[F:19][C:20]1[CH:25]=[CH:24][C:23]([NH2:26])=[C:22]([NH2:27])[CH:21]=1>[N+](C1C=CC=CC=1)([O-])=O>[F:19][C:20]1[CH:25]=[CH:24][C:23]2[N:26]=[C:1]([C:3]3[CH:4]=[C:5]4[C:9](=[CH:10][CH:11]=3)[NH:8][CH:7]=[C:6]4[CH:12]3[CH2:17][CH2:16][N:15]([CH3:18])[CH2:14][CH2:13]3)[NH:27][C:22]=2[CH:21]=1. Reported procedure: A solution of 5-formyl-3-(1-methylpiperidin-4-yl)-1H-indole (0.210 g, 0.90 mmol), and 4-fluoro-o-phenylenediamine (0.112 g, 0.90 mmol), in 15 mL of nitrobenzene was heated, with stirring, at 150-160° C. for 24 hours. An additional 0.5 equivalents of the diamine was added, and heating continued for an additional 24 hours. The solution was allowed to cool to room temperature, the solvent was removed in vacuo, and the residue was purified by silica gel chromatography (dichloromethane:methanol 10:1.... The reactants are ClC1=CC=C(OC2=CC(=C(C=C2)C(=O)C2=C(C=CC(=C2)OC)F)CCC)C=C1 ([4-(4-chlorophenoxy)-2-propylphenyl](2-fluoro-5-methoxyphenyl)methanone), Cl.NO (hydroxylamine hydrochloride), C(C)(=O)[O-].[Na+] (sodium acetate). The solvent is C(C)O (ethanol). Conditions: temperature 60 celsius, time 48 hour. Yields the product ClC1=CC=C(OC2=CC(=C(C=C2)/C(=N/O)/C2=C(C=CC(=C2)OC)F)CCC)C=C1 ((Z)-[4-(4-chlorophenoxy)-2-propylphenyl](2-fluoro-5-methoxyphenyl)methanone oxime). As a reaction SMILES: [Cl:1][C:2]1[CH:28]=[CH:27][C:5]([O:6][C:7]2[CH:12]=[CH:11][C:10]([C:13]([C:15]3[CH:20]=[C:19]([O:21][CH3:22])[CH:18]=[CH:17][C:16]=3[F:23])=O)=[C:9]([CH2:24][CH2:25][CH3:26])[CH:8]=2)=[CH:4][CH:3]=1.Cl.[NH2:30][OH:31].C([O-])(=O)C.[Na+]>C(O)C>[Cl:1][C:2]1[CH:28]=[CH:27][C:5]([O:6][C:7]2[CH:12]=[CH:11][C:10](/[C:13](/[C:15]3[CH:20]=[C:19]([O:21][CH3:22])[CH:18]=[CH:17][C:16]=3[F:23])=[N:30]/[OH:31])=[C:9]([CH2:24][CH2:25][CH3:26])[CH:8]=2)=[CH:4][CH:3]=1 |f:1.2,3.4|. Reported procedure: A mixture of the product from Step 3 (1.6 g, 4.0 mmol), hydroxylamine hydrochloride (2.8 g, 40 mmol) and sodium acetate (3.3 g, 40 mmol) in ethanol (40 mL) was stirred in a sealed tube at 60° C. for 48 h. The precipitate was filtered off and the filtrate was concentrated. The residue was purified by chromatography on silica gel to give the oxime product. The reactants are O1C(=CC=C1)C=1OC(=C(N1)/C=C/C1=CC=C(C(=O)OC)C=C1)C (Methyl (E)-4-[2-[2-(2-furyl)-5-methyl-4-oxazolyl]vinyl]benzoate), [H-].[Al+3].[Li+].[H-].[H-].[H-] (lithium aluminum hydride). The product is O1C(=CC=C1)C=1OC(=C(N1)/C=C/C1=CC=C(CO)C=C1)C ((E)-4-[2-[2-(2-furyl)-5-methyl-4-oxazolyl]vinyl]benzyl alcohol). Procedure: Methyl (E)-4-[2-[2-(2-furyl)-5-methyl-4-oxazolyl]vinyl]benzoate was reduced with lithium aluminum hydride in the same manner as in Reference Example 12 to yield (E)-4-[2-[2-(2-furyl)-5-methyl-4-oxazolyl]vinyl]benzyl alcohol, which was then recrystallized from ethyl acetate-hexane to yield colorless prisms having a melting point of 150°-15° C. Reaction SMILES: [O:1]1[CH:5]=[CH:4][CH:3]=[C:2]1[C:6]1[O:7][C:8]([CH3:23])=[C:9](/[CH:11]=[CH:12]/[C:13]2[CH:22]=[CH:21][C:16]([C:17](OC)=[O:18])=[CH:15][CH:14]=2)[N:10]=1.[H-].[Al+3].[Li+].[H-].[H-].[H-]>>[O:1]1[CH:5]=[CH:4][CH:3]=[C:2]1[C:6]1[O:7][C:8]([CH3:23])=[C:9](/[CH:11]=[CH:12]/[C:13]2[CH:14]=[CH:15][C:16]([CH2:17][OH:18])=[CH:21][CH:22]=2)[N:10]=1 |f:1.2.3.4.5.6|. Starting materials: [K] (Potassium), ClC1=C(C(=O)O)C=CC(=N1)Cl (2,6-dichloro-nicotinic acid), CO (MeOH). Product: ClC1=C(C(=O)O)C=CC(=N1)OC (2-chloro-6-methoxy-nicotinic acid). Yield: 52.0%. Reaction SMILES: [K].[Cl:2][C:3]1[N:11]=[C:10](Cl)[CH:9]=[CH:8][C:4]=1[C:5]([OH:7])=[O:6].[CH3:13][OH:14]>>[Cl:2][C:3]1[N:11]=[C:10]([O:14][CH3:13])[CH:9]=[CH:8][C:4]=1[C:5]([OH:7])=[O:6] |^1:0|. Procedure: Potassium botoxide (483 mg, 4.31 mmol) and MeOH (8 mL) were added to 2,6-dichloro-nicotinic acid (207 mg, 1.07 mmol), and the mixture was stirred using microwave at 60° C. for 1 hour. After the termination of the reaction, the reactant was filtered, and 1N HCl was added thereto at 0° C. to adjust the pH to 3. The solid was dried by N2 gas to obtain the title compound (106 mg, 52%).